Dataset: the Open Reaction Database (ORD), a public repository of structured organic reaction records. Task: describe an organic reaction: reactants, conditions, products, and yield Reactants: N(=O)OCCC(C)C (isoamyl nitrite), NC1=C2N(C(NC2=NC(=N1)C1=NN(C2=NC=CC=C21)CC2=C(C=CC=C2)F)=O)CC(C)(C)C (6-Amino-7-(2,2-dimethylpropyl)-2-[1-(2-fluorobenzyl)-1H-pyrazolo[3,4-b]pyridin-3-yl]-7,9-dihydro-8H-purin-8-one), C(O)([O-])=O.[Na+] (sodium hydrogencarbonate). Reagents/catalysts: [Cu](Cl)Cl (copper(II) chloride). The solvent is O1CCCC1 (tetrahydrofuran). Reaction conditions: time 8 hour. The product is CC(CN1C(NC2=NC(=NC=C12)C1=NN(C2=NC=CC=C21)CC2=C(C=CC=C2)F)=O)(C)C (7-(2,2-Dimethylpropyl)-2-[1-(2-fluorobenzyl)-1H-pyrazolo[3,4-b]pyridin-3-yl]-7,9-dihydro-8H-purin-8-one). RXN SMILES: N[C:2]1[N:10]=[C:9]([C:11]2[C:19]3[C:14](=[N:15][CH:16]=[CH:17][CH:18]=3)[N:13]([CH2:20][C:21]3[CH:26]=[CH:25][CH:24]=[CH:23][C:22]=3[F:27])[N:12]=2)[N:8]=[C:7]2[C:3]=1[N:4]([CH2:29][C:30]([CH3:33])([CH3:32])[CH3:31])[C:5](=[O:28])[NH:6]2.N(OCCC(C)C)=O.C(=O)([O-])O.[Na+]>O1CCCC1.[Cu](Cl)Cl>[CH3:31][C:30]([CH3:33])([CH3:32])[CH2:29][N:4]1[C:3]2[C:7](=[N:8][C:9]([C:11]3[C:19]4[C:14](=[N:15][CH:16]=[CH:17][CH:18]=4)[N:13]([CH2:20][C:21]4[CH:26]=[CH:25][CH:24]=[CH:23][C:22]=4[F:27])[N:12]=3)=[N:10][CH:2]=2)[NH:6][C:5]1=[O:28] |f:2.3|. Procedure: 100 mg (0.22 mmol) of the compound from example 120 were initially charged in tetrahydrofuran (10 ml), then 0.21 ml (1.57 mmol) of isoamyl nitrite and 6.0 mg (0.05 mmol) of copper(II) chloride were added, and the mixture was stirred at RT overnight. The reaction mixture was admixed with saturated aqueous sodium hydrogencarbonate solution and extracted twice with ethyl acetate. The collected organic phases were dried over sodium sulfate, filtered and concentrated. The residue was purified by mean... The reactants are NC1=C(C=CC(=C1)F)SCC1=C(C(=O)OC)C=CC=C1 (methyl 2-(((2-amino-4-fluorophenyl)thio)methyl)benzoate), O1C(=CC2=C1C=CC=C2)S(=O)(=O)Cl (benzofuran-2-sulfonyl chloride). Run in N1=CC=CC=C1 (pyridine). Yields the product O1C(=CC2=C1C=CC=C2)S(=O)(=O)NC2=C(C=CC(=C2)F)SCC2=C(C(=O)OC)C=CC=C2 (methyl 2-[({2-[(1-benzofuran-2-ylsulfonyl)amino]-4-fluorophenyl}sulfanyl)methyl]benzoate). Yield: 54.8%. Reaction SMILES: [NH2:1][C:2]1[CH:7]=[C:6]([F:8])[CH:5]=[CH:4][C:3]=1[S:9][CH2:10][C:11]1[CH:20]=[CH:19][CH:18]=[CH:17][C:12]=1[C:13]([O:15][CH3:16])=[O:14].[O:21]1[C:25]2[CH:26]=[CH:27][CH:28]=[CH:29][C:24]=2[CH:23]=[C:22]1[S:30](Cl)(=[O:32])=[O:31]>N1C=CC=CC=1>[O:21]1[C:25]2[CH:26]=[CH:27][CH:28]=[CH:29][C:24]=2[CH:23]=[C:22]1[S:30]([NH:1][C:2]1[CH:7]=[C:6]([F:8])[CH:5]=[CH:4][C:3]=1[S:9][CH2:10][C:11]1[CH:20]=[CH:19][CH:18]=[CH:17][C:12]=1[C:13]([O:15][CH3:16])=[O:14])(=[O:32])=[O:31]. Procedure: Following General Procedure B, the title compound (1.6 g, 55%) was prepared from methyl 2-(((2-amino-4-fluorophenyl)thio)methyl)benzoate (1.8 g, 6.19 mmol) and benzofuran-2-sulfonyl chloride (1.3 g, 6.19 mmol) in pyridine (10 ml). RXN SMILES: [Cl:1][c:2]1[n:3][c:4]([NH:12][c:13]2[n:14][nH:15][cH:16][cH:17]2)[cH:5][c:6]2[cH:7][cH:8][cH:9][cH:10][c:11]12.[F:18][c:19]1[c:20]([B:25]([OH:26])[OH:27])[cH:21][cH:22][cH:23][cH:24]1>>[c:2]1(-[c:20]2[c:19]([F:18])[cH:24][cH:23][cH:22][cH:21]2)[n:3][c:4]([NH:12][c:13]2[n:14][nH:15][cH:16][cH:17]2)[cH:5][c:6]2[cH:7][cH:8][cH:9][cH:10][c:11]12. Starting materials: Clc1nc(Nc2cc[nH]n2)cc2ccccc12, OB(O)c1ccccc1F. Yields the product Fc1ccccc1-c1nc(Nc2cc[nH]n2)cc2ccccc12.